Dataset: the Open Reaction Database (ORD), a public repository of structured organic reaction records. Task: describe an organic reaction: reactants, conditions, products, and yield The reactants are C1(=CC=CC=C1)S(=O)(=O)N1C(=CC=2C1=NC=C(C2)SCC)C(CC2CCCC2)O (1-(1-benzenesulfonyl-5-ethylsulfanyl-1H-pyrrolo[2,3-b]pyridin-2-yl)-2-cyclopentyl-ethanol), CC(=O)OI1(C=2C=CC=CC2C(=O)O1)(OC(=O)C)OC(=O)C (Dess-Martin periodinane). Run in ClCCl (dichloromethane). Conditions: temperature 25 celsius, time 1 hour. The product is C1(=CC=CC=C1)S(=O)(=O)N1C(=CC=2C1=NC=C(C2)S(=O)CC)C(CC2CCCC2)=O (1-(1-benzenesulfonyl-5-ethanesulfinyl-1H-pyrrolo[2,3-b]pyridin-2-yl)-2-cyclopentyl-ethanone). The yield is 48.2%. As a reaction SMILES: [C:1]1([S:7]([N:10]2[C:14]3=[N:15][CH:16]=[C:17]([S:19][CH2:20][CH3:21])[CH:18]=[C:13]3[CH:12]=[C:11]2[CH:22]([OH:29])[CH2:23][CH:24]2[CH2:28][CH2:27][CH2:26][CH2:25]2)(=[O:9])=[O:8])[CH:6]=[CH:5][CH:4]=[CH:3][CH:2]=1.CC(OI1(OC(C)=O)(OC(C)=O)OC(=O)C2C=CC=CC1=2)=[O:32]>ClCCl>[C:1]1([S:7]([N:10]2[C:14]3=[N:15][CH:16]=[C:17]([S:19]([CH2:20][CH3:21])=[O:32])[CH:18]=[C:13]3[CH:12]=[C:11]2[C:22](=[O:29])[CH2:23][CH:24]2[CH2:28][CH2:27][CH2:26][CH2:25]2)(=[O:9])=[O:8])[CH:2]=[CH:3][CH:4]=[CH:5][CH:6]=1. Reported procedure: To a solution of 1-(1-benzenesulfonyl-5-ethylsulfanyl-1H-pyrrolo[2,3-b]pyridin-2-yl)-2-cyclopentyl-ethanol (3.0 g, 7.0 mmol) in dichloromethane (150 mL) was added Dess-Martin periodinane (7.4 g, 17.4 mmol) at 25° C. The reaction mixture was stirred at 25° C. for 1 h and then quenched with a saturated aqueous sodium bicarbonate solution (60 mL). The mixture was extracted with ethyl acetate (250 mL), washed with a saturated aqueous sodium bicarbonate solution (3×50 mL), brine, dried over anhydrous... Reactants: OC=1C=CC2=C(C(OC(O2)C(Cl)(Cl)Cl)C(Cl)(Cl)Cl)C1 (6-hydroxy-2,4-bis(trichloromethyl)benzo[1,3]dioxin), C(C)(=O)OC(C)=O (acetic anhydride). Run in O (Water). Run at time 1 hour. Product: C(C)(=O)OC=1C=CC2=C(C(OC(O2)C(Cl)(Cl)Cl)C(Cl)(Cl)Cl)C1 (6-acetoxy-2,4-bis(trichloromethyl)benzo[1,3]dioxin). As a reaction SMILES: [OH:1][C:2]1[CH:3]=[CH:4][C:5]2[O:10][CH:9]([C:11]([Cl:14])([Cl:13])[Cl:12])[O:8][CH:7]([C:15]([Cl:18])([Cl:17])[Cl:16])[C:6]=2[CH:19]=1.[C:20](OC(=O)C)(=[O:22])[CH3:21]>O>[C:20]([O:1][C:2]1[CH:3]=[CH:4][C:5]2[O:10][CH:9]([C:11]([Cl:12])([Cl:13])[Cl:14])[O:8][CH:7]([C:15]([Cl:18])([Cl:17])[Cl:16])[C:6]=2[CH:19]=1)(=[O:22])[CH3:21]. Procedure details: A mixture of 6-hydroxy-2,4-bis(trichloromethyl)benzo[1,3]dioxin (1.0 g.) and acetic anhydride (10 ml.) was warmed on the steam bath for 15 minutes, and then cooled to ambient temperature. Water (40 ml.) was added, and the mixture stirred for 1 hour. The product was removed by filtration, washed with water, dried and crystallised from ethanol to give 6-acetoxy-2,4-bis(trichloromethyl)benzo[1,3]dioxin, m.p. 142°-144° C. RXN SMILES: [C:19]([Si:20]([CH3:21])([CH3:22])[O:24][CH2:25][CH2:26][c:27]1[cH:28][c:29]([CH2:32][N:33]2[CH2:34][CH2:35][C:36]3([CH2:37][N:38]([C:42](=[O:43])[c:44]4[n:45][c:46]([C:49]([CH3:50])([CH3:51])[CH3:52])[s:47][cH:48]4)[CH2:39][CH2:40][O:41]3)[CH2:53][CH2:54]2)[s:30][cH:31]1)([CH3:23])([CH3:55])[CH3:56].[CH2:2]([N+:3]([CH2:4][CH2:5][CH2:6][CH3:7])([CH2:8][CH2:9][CH2:10][CH3:11])[CH2:12][CH2:13][CH2:14][CH3:15])[CH2:16][CH2:17][CH3:18].[CH2:57]1[O:58][CH2:59][CH2:60][CH2:61]1.[F-:1]>>[OH:24][CH2:25][CH2:26][c:27]1[cH:28][c:29]([CH2:32][N:33]2[CH2:34][CH2:35][C:36]3([CH2:37][N:38]([C:42](=[O:43])[c:44]4[n:45][c:46]([C:49]([CH3:50])([CH3:51])[CH3:52])[s:47][cH:48]4)[CH2:39][CH2:40][O:41]3)[CH2:53][CH2:54]2)[s:30][cH:31]1. Starting materials: CC(C)(C)c1nc(C(=O)N2CCOC3(CCN(Cc4cc(CCO[Si](C)(C)C(C)(C)C)cs4)CC3)C2)cs1, CCCC[N+](CCCC)(CCCC)CCCC, C1CCOC1, [F-]. Yields the product CC(C)(C)c1nc(C(=O)N2CCOC3(CCN(Cc4cc(CCO)cs4)CC3)C2)cs1. Reactants: BrCc1ccccc1, COC(=O)Cc1cc(Br)c(O)c(C=O)c1, CCN(C(C)C)C(C)C, ClCCl. Product: COC(=O)Cc1cc(Br)c(OCc2ccccc2)c(C=O)c1. As a reaction SMILES: [Br:16][CH2:17][c:18]1[cH:19][cH:20][cH:21][cH:22][cH:23]1.[Br:1][c:2]1[cH:3][c:4]([CH2:11][C:12](=[O:13])[O:14][CH3:15])[cH:5][c:6]([CH:9]=[O:10])[c:7]1[OH:8].[CH2:24]([N:25]([CH:26]([CH3:27])[CH3:28])[CH:29]([CH3:30])[CH3:31])[CH3:32].[Cl:33][CH2:34][Cl:35]>>[Br:1][c:2]1[cH:3][c:4]([CH2:11][C:12](=[O:13])[O:14][CH3:15])[cH:5][c:6]([CH:9]=[O:10])[c:7]1[O:8][CH2:17][c:18]1[cH:19][cH:20][cH:21][cH:22][cH:23]1.